From a dataset of the Open Reaction Database (ORD), a public repository of structured organic reaction records. describe an organic reaction: reactants, conditions, products, and yield Starting materials: ClC1=C(C=C(C=C1)CC(=O)OC)C(F)(F)F (methyl 2-(4-chloro-3-(trifluoromethyl)phenyl)acetate), CI (methyl iodide), C(C)(C)NC(C)C (diisopropylamine), C(CCC)[Li] (n-butyllithium), Cl (HCl). Run in C1CCOC1 (THF), C1CCOC1 (THF). Conditions: temperature -75 celsius, time 5 minute. The product is ClC1=C(C=C(C=C1)C(C(=O)OC)C)C(F)(F)F (racemic methyl 2-(4-chloro-3-(trifluoromethyl)-phenyl)propanoate). Isolated yield 74.3%. RXN SMILES: [CH:1](NC(C)C)(C)C.C([Li])CCC.[Cl:13][C:14]1[CH:19]=[CH:18][C:17]([CH2:20][C:21]([O:23][CH3:24])=[O:22])=[CH:16][C:15]=1[C:25]([F:28])([F:27])[F:26].CI.Cl>C1COCC1>[Cl:13][C:14]1[CH:19]=[CH:18][C:17]([CH:20]([CH3:1])[C:21]([O:23][CH3:24])=[O:22])=[CH:16][C:15]=1[C:25]([F:26])([F:27])[F:28]. Reported procedure: A solution of diisopropylamine (2.97 mL, 20.85 mmol) in THF (22 mL) was stirred at 0° C. and treated dropwise with n-butyllithium (1.6 M in hexane, 13.03 mL, 20.85 mmol). The resulting solution was stirred for 5 min, and then was cooled to about −75° C. Once at the prescribed temperature, a solution of methyl 2-(4-chloro-3-(trifluoromethyl)phenyl)acetate (4.39 g, 17.38 mmol) in THF (44 mL) was added dropwise over a 15 min period. The resulting solution was stirred at about −75° C. for 30 min, an... Reactants: N1=CC=CC=C1 (pyridine), P(OCC)(OCC)OCC (triethyl phosphite), C(C)(=O)O (acetic acid), NC=1SC=C(N1)/C(/C(=O)N[C@H]1[C@@H]2N(C(=C(CS2)CO)C(=O)O)C1=O)=N/OC (7β-[2-(2-aminothiazol-4-yl)-2-(Z)-methoxyiminoacetamido]-3-hydroxymethyl-3-cephem-4 -carboxylic acid). Run in C(C)#N (acetonitrile). Reaction conditions: temperature 22.5 celsius, time 8 hour. Product: NC=1SC=C(N1)/C(/C(=O)N[C@H]1[C@@H]2N(C(=C(CS2)C[N+]2=CC=CC=C2)C(=O)[O-])C1=O)=N/OC (7β-[2-(2-aminothiazol-4-yl)-2-(Z)-methoxyiminoacetamido]-3-(1 -pyridinio)methyl-3-cephem-4-carboxylate). RXN SMILES: [NH2:1][C:2]1[S:3][CH:4]=[C:5](/[C:7](=[N:25]/[O:26][CH3:27])/[C:8]([NH:10][C@@H:11]2[C:23](=[O:24])[N:13]3[C:14]([C:20]([OH:22])=[O:21])=[C:15]([CH2:18]O)[CH2:16][S:17][C@H:12]23)=[O:9])[N:6]=1.[N:28]1[CH:33]=[CH:32][CH:31]=[CH:30][CH:29]=1.P(OCC)(OCC)OCC.C(O)(=O)C>C(#N)C>[NH2:1][C:2]1[S:3][CH:4]=[C:5](/[C:7](=[N:25]/[O:26][CH3:27])/[C:8]([NH:10][C@@H:11]2[C:23](=[O:24])[N:13]3[C:14]([C:20]([O-:22])=[O:21])=[C:15]([CH2:18][N+:28]4[CH:33]=[CH:32][CH:31]=[CH:30][CH:29]=4)[CH2:16][S:17][C@H:12]23)=[O:9])[N:6]=1. Procedure: In 2 ml of acetonitrile was suspended 103 mg of 7β-[2-(2-aminothiazol-4-yl)-2-(Z)-methoxyiminoacetamido]-3-hydroxymethyl-3-cephem-4 -carboxylic acid. To the suspension were added in sequence 0.10 ml of pyridine, 0.21 ml of triethyl phosphite and 0.2 ml of acetic acid. The mixture was stirred at 20 to 25° C. for 8 hours, followed by concentration under reduced pressure. To the concentrated solution was added 10 ml of tetrahydrofuran, then precipitating powdery product was collected by filtration,... Reactants: CC(C)(C)OC(=O)NC1CNC1, ClCCl, O=C1CC=C(c2ccc3c(c2)OCO3)CC1. Product: CC(C)(C)OC(=O)NC1CN(C2CC=C(c3ccc4c(c3)OCO4)CC2)C1. As a reaction SMILES: [C:17]([CH3:18])([CH3:19])([CH3:20])[O:21][C:22]([NH:23][CH:24]1[CH2:25][NH:26][CH2:27]1)=[O:28].[Cl:29][CH2:30][Cl:31].[O:1]1[CH2:2][O:3][c:4]2[c:5]1[cH:6][cH:7][c:8]([C:10]1=[CH:11][CH2:12][C:13](=[O:16])[CH2:14][CH2:15]1)[cH:9]2>>[O:1]1[CH2:2][O:3][c:4]2[c:5]1[cH:6][cH:7][c:8]([C:10]1=[CH:11][CH2:12][CH:13]([N:26]3[CH2:25][CH:24]([NH:23][C:22]([O:21][C:17]([CH3:18])([CH3:19])[CH3:20])=[O:28])[CH2:27]3)[CH2:14][CH2:15]1)[cH:9]2. Starting materials: [Cl-].[NH4+] (ammonium chloride), C(C)(C)(C)[Si](C)(C)OCC1=C(C(=CC=C1)C#C)F (tert-Butyl [(3-ethynyl-2-fluorobenzyl)oxy]dimethylsilane), ClC(=O)OCC1=CC=CC=C1 (Benzyl chloroformate), C(CCC)[Li].CCCCCC (n-butyl lithium hexane). Run in C1CCOC1 (THF). Run at temperature -78 celsius, time 30 minute. Product: [Si](C)(C)(C(C)(C)C)OCC=1C(=C(C=CC1)C#CC(=O)OCC1=CC=CC=C1)F (benzyl 3-[3-({[tert-butyl(dimethyl)silyl]oxy}methyl)-2-fluorophenyl]prop-2-ynoate). The yield is 93.5%. RXN SMILES: [C:1]([Si:5]([O:8][CH2:9][C:10]1[CH:15]=[CH:14][CH:13]=[C:12]([C:16]#[CH:17])[C:11]=1[F:18])([CH3:7])[CH3:6])([CH3:4])([CH3:3])[CH3:2].C([Li])CCC.CCCCCC.Cl[C:31]([O:33][CH2:34][C:35]1[CH:40]=[CH:39][CH:38]=[CH:37][CH:36]=1)=[O:32].[Cl-].[NH4+]>C1COCC1>[Si:5]([O:8][CH2:9][C:10]1[C:11]([F:18])=[C:12]([C:16]#[C:17][C:31]([O:33][CH2:34][C:35]2[CH:40]=[CH:39][CH:38]=[CH:37][CH:36]=2)=[O:32])[CH:13]=[CH:14][CH:15]=1)([C:1]([CH3:4])([CH3:3])[CH3:2])([CH3:7])[CH3:6] |f:1.2,4.5|. Procedure: tert-Butyl [(3-ethynyl-2-fluorobenzyl)oxy]dimethylsilane (1 g) was mixed with THF (20 ml), and a 1.65 M n-butyl lithium/hexane solution (2.5 ml) was added dropwise thereto at −78° C., followed by stirring at −78° C. for 30 minutes. Benzyl chloroformate (774 mg) was added dropwise thereto at the same temperature, followed by stirring overnight while raising the temperature to room temperature. A saturated aqueous ammonium chloride solution was added thereto at 0° C., followed by extraction with C... The reactants are CCN=C=NCCCN(C)C, CN(C)c1ccncc1, COc1cccc(C=Cc2nc3sccn3c2C(=O)O)c1OCC1CC1, ClCCl, Cl, Nc1nc(C(F)(F)F)cs1, CN(C)C=O. Product: COc1cccc(C=Cc2nc3sccn3c2C(=O)Nc2nc(C(F)(F)F)cs2)c1OCC1CC1. RXN SMILES: [CH3:37][CH2:38][N:39]=[C:40]=[N:41][CH2:42][CH2:43][CH2:44][N:45]([CH3:46])[CH3:47].[CH3:49][N:50]([c:51]1[cH:52][cH:53][n:54][cH:55][cH:56]1)[CH3:57].[CH:1]1([CH2:4][O:5][c:6]2[c:7]([CH:14]=[CH:15][c:16]3[n:17][c:18]4[s:19][cH:20][cH:21][n:22]4[c:23]3[C:24](=[O:25])[OH:26])[cH:8][cH:9][cH:10][c:11]2[O:12][CH3:13])[CH2:2][CH2:3]1.[Cl:58][CH2:59][Cl:60].[ClH:48].[F:27][C:28]([c:29]1[n:30][c:31]([NH2:34])[s:32][cH:33]1)([F:35])[F:36].[O:61]=[CH:62][N:63]([CH3:64])[CH3:65]>>[CH:1]1([CH2:4][O:5][c:6]2[c:7]([CH:14]=[CH:15][c:16]3[n:17][c:18]4[s:19][cH:20][cH:21][n:22]4[c:23]3[C:24](=[O:26])[NH:34][c:31]3[n:30][c:29]([C:28]([F:27])([F:35])[F:36])[cH:33][s:32]3)[cH:8][cH:9][cH:10][c:11]2[O:12][CH3:13])[CH2:2][CH2:3]1. The reactants are CC(C)(C)OC(=O)N1CCC(CO)CC1, C1CCOC1, Fc1ccc(CBr)cc1, [H-], [Na+], O. Product: CC(C)(C)OC(=O)N1CCC(COCc2ccc(F)cc2)CC1. RXN SMILES: [C:10]([CH3:11])([CH3:12])([CH3:13])[O:14][C:15](=[O:16])[N:17]1[CH2:18][CH2:19][CH:20]([CH2:23][OH:24])[CH2:21][CH2:22]1.[CH2:28]1[O:29][CH2:30][CH2:31][CH2:32]1.[F:1][c:2]1[cH:3][cH:4][c:5]([CH2:6][Br:7])[cH:8][cH:9]1.[H-:26].[Na+:25].[OH2:27]>>[F:1][c:2]1[cH:3][cH:4][c:5]([CH2:6][O:24][CH2:23][CH:20]2[CH2:19][CH2:18][N:17]([C:15]([O:14][C:10]([CH3:11])([CH3:12])[CH3:13])=[O:16])[CH2:22][CH2:21]2)[cH:8][cH:9]1. Starting materials: ClC(C(=O)Cl)C (2-chloropropionic acid chloride), NC1=C(C(=O)O)C=CC=C1 (2-amino-benzoic acid). Run in C1(=CC=CC=C1)C (toluene). Conditions: temperature 65 celsius. The product is ClC(C)C1=NC2=C(C(O1)=O)C=CC=C2 (2-(1-chloroethyl)-4H-3,1-benzoxazine-4-one). RXN SMILES: [Cl:1][CH:2]([CH3:6])[C:3](Cl)=[O:4].[NH2:7][C:8]1[CH:16]=[CH:15][CH:14]=[CH:13][C:9]=1[C:10](O)=[O:11]>C1(C)C=CC=CC=1>[Cl:1][CH:2]([C:3]1[O:4][C:10](=[O:11])[C:9]2[CH:13]=[CH:14][CH:15]=[CH:16][C:8]=2[N:7]=1)[CH3:6]. Procedure details: 17.47 ml of 2-chloropropionic acid chloride were added with stirring at room temperature to a solution of 10.3 g of 2-amino-benzoic acid in 20 ml of toluene and the mixture was progressively heated to 65° C. during which a mass was formed and gas disengaged and the mixture fluidized. The mixture was held at reflux for 90 minutes and was evaporated to dryness under reduced pressure. The residue was empasted with petroleum ether (b.p.=60° to 80° C.), was iced and vacuum filtered. The product was w...